Dataset: the Open Reaction Database (ORD), a public repository of structured organic reaction records. Task: describe an organic reaction: reactants, conditions, products, and yield Reactants: CC(=O)CCC=1C=CC=2C=C(C=CC2C1)OC (nabumetone), alcoholate, C(C)(=O)C1=CC2=CC=C(C(=C2C=C1)Br)OC (2-acetyl-5-bromo-6-methoxynaphthalene), alkyl acetate. The product is BrC1=C2C=CC(=CC2=CC=C1OC)C(=CC(C)=O)O (4-(5-bromo-6-methoxy-2-naphthyl)-4-hydroxybut-3-en-2-one). RXN SMILES: [CH3:1][C:2](CCC1C=CC2C=C(OC)C=CC=2C=1)=[O:3].[C:18]([C:21]1[CH:30]=[CH:29][C:28]2[C:23](=[CH:24][CH:25]=[C:26]([O:32][CH3:33])[C:27]=2[Br:31])[CH:22]=1)(=[O:20])[CH3:19]>>[Br:31][C:27]1[C:26]([O:32][CH3:33])=[CH:25][CH:24]=[C:23]2[C:28]=1[CH:29]=[CH:30][C:21]([C:18]([OH:20])=[CH:19][C:2](=[O:3])[CH3:1])=[CH:22]2. Reported procedure: New process for the synthesis of the antiinflammatory drug known as nabumetone that consists in reacting 2-acetyl-5-bromo-6-methoxynaphthalene with an alkyl acetate in presence of an alkaline alcoholate to get 4-(5-bromo-6-methoxy-2-naphthyl)-4-hydroxybut-3-en-2-one that by catalytic hydrogenation in a polar solvent and in presence of a base gives 4-(6-methoxy-2-naphthyl)butan-2-one known as nabumetone. Starting materials: Cl.NCCCC1=CC=C(C=C1)NC1=C2C(=NC=N1)NN=C2NC2=CC=CC=C2 (4-(4-[3-amino-propyl]-phenylamino)-3-phenylamino-1H-pyrazolo[3,4-d]pyrimidine hydrochloride). Reagents/catalysts: [Ni] (Raney nickel). Run in CO (methanol), C(C)O (ethanol). Product: C(#N)CCC1=CC=C(C=C1)NC1=C2C(=NC=N1)NN=C2NC2=CC=CC=C2 (4-(4-[2-cyano-ethyl]-phenylamino)-3-phenylamino-1H-pyrazolo[3,4-d]pyrimidine), N (ammonia), Cl (hydrogen chloride). RXN SMILES: [ClH:1].[NH2:2][CH2:3][CH2:4][CH2:5][C:6]1[CH:11]=[CH:10][C:9]([NH:12][C:13]2[N:18]=[CH:17][N:16]=[C:15]3[NH:19][N:20]=[C:21]([NH:22][C:23]4[CH:28]=[CH:27][CH:26]=[CH:25][CH:24]=4)[C:14]=23)=[CH:8][CH:7]=1>[Ni].CO.C(O)C>[C:3]([CH2:4][CH2:5][C:6]1[CH:7]=[CH:8][C:9]([NH:12][C:13]2[N:18]=[CH:17][N:16]=[C:15]3[NH:19][N:20]=[C:21]([NH:22][C:23]4[CH:28]=[CH:27][CH:26]=[CH:25][CH:24]=4)[C:14]=23)=[CH:10][CH:11]=1)#[N:2].[NH3:2].[ClH:1] |f:0.1|. Procedure: There is obtained from 4-(4-[2-cyano-ethyl]-phenylamino)-3-phenylamino-1H-pyrazolo[3,4-d]pyrimidine (see Example 7), by reduction with Raney nickel in a solution of ammonia in methanol and subsequent treatment with hydrogen chloride in ethanol, 4-(4-[3-amino-propyl]-phenylamino)-3-phenylamino-1H-pyrazolo[3,4-d]pyrimidine hydrochloride. The reactants are FC(C=1C=C(C=CC1)S(=O)(=O)OC[C@H](C)NS(=O)(=O)C1=CC(=CC=C1)C(F)(F)F)(F)F ((S)-2-(3-(Trifluoromethyl)benzenesulfonamido)propyl 3-(trifluoromethyl)benzene-sulfonate), CC(C)(C)[O-].[K+] (KOtBu). The solvent is C1CCOC1 (THF). Reaction conditions: time 20 hour. Product: CC1[N@](C1)S(=O)(=O)C1=CC(=CC=C1)C(F)(F)F ((S)-2-methyl-1-(3-(trifluoromethyl)benzenesulfonyl)-aziridine). As a reaction SMILES: FC(F)(F)C1C=C(S(O[CH2:13][C@@H:14]([NH:16][S:17]([C:20]2[CH:25]=[CH:24][CH:23]=[C:22]([C:26]([F:29])([F:28])[F:27])[CH:21]=2)(=[O:19])=[O:18])[CH3:15])(=O)=O)C=CC=1.CC([O-])(C)C.[K+]>C1COCC1>[CH3:13][CH:14]1[CH2:15][N@@:16]1[S:17]([C:20]1[CH:25]=[CH:24][CH:23]=[C:22]([C:26]([F:29])([F:28])[F:27])[CH:21]=1)(=[O:19])=[O:18] |f:1.2|. Reported procedure: (S)-2-(3-(Trifluoromethyl)benzenesulfonamido)propyl 3-(trifluoromethyl)benzene-sulfonate (1.60 g, 3.26 mmol) was dissolved in 25 mL dry THF and treated with KOtBu (5.0 g, 4.9 mmol). The resulting mixture was stirred for 20 h at RT. Thee reaction mixture was quenched with sat. NH4Cl and the solvent was removed. The residue was partitioned between EtOAc/H2O. The organic layer was washed with sat. NH4Cl, H2O, brine, dried over MgSO4 and concentrated. The residue was purified by SiO2 (90% hexanes: 1... Starting materials: CC(C)(C)OC(=O)N1CCCC1C(=O)N1CCC(F)C1, ClCCl, O=C(O)C(F)(F)F. Yields the product O=C(C1CCCN1)N1CCC(F)C1. Reaction SMILES: [C:8]([O:9][C:10](=[O:11])[N:15]1[CH:16]([C:20](=[O:21])[N:22]2[CH2:23][CH:24]([F:27])[CH2:25][CH2:26]2)[CH2:17][CH2:18][CH2:19]1)([CH3:12])([CH3:13])[CH3:14].[Cl:28][CH2:29][Cl:30].[OH:1][C:2]([C:3]([F:4])([F:5])[F:6])=[O:7]>>[NH:15]1[CH:16]([C:20](=[O:21])[N:22]2[CH2:23][CH:24]([F:27])[CH2:25][CH2:26]2)[CH2:17][CH2:18][CH2:19]1. As a reaction SMILES: [Br:1][C:2]1[CH:7]=[CH:6][C:5]([C:8]2[CH:13]=[CH:12][C:11]([Br:14])=[CH:10][C:9]=2[CH2:15]O)=[C:4]([CH2:17][OH:18])[CH:3]=1.Br>C1COCC1>[Br:14][C:11]1[CH:12]=[CH:13][C:8]2[C:5]3[CH:6]=[CH:7][C:2]([Br:1])=[CH:3][C:4]=3[CH2:17][O:18][CH2:15][C:9]=2[CH:10]=1. Run in C1CCOC1 (THF). Procedure details: 4,4′-Dibromo-2,2′-bis-hydroxymethyl-biphenyl 23, the structure of which is shown in Scheme 4 above, (5 g, 0.013 moles, prepared according to the procedure described by D. M. Hall, F. Minhaj, J. Chem. Soc., 1957, 4584) was dissolved in THF (50 ml). HBr (48% wt/wt aqueous solution, 40 ml) was added and the solution refluxed overnight. After this period the THF was removed under reduced pressure and the yellow oil extracted between DCM/H2O (DCM is dichloromethane). The combined organic layers were ... Starting materials: BrC1=CC(=C(C=C1)C1=C(C=C(C=C1)Br)CO)CO (4,4′-Dibromo-2,2′-bis-hydroxymethyl-biphenyl), Br (HBr). Isolated yield 48.0%. The product is BrC=1C=CC2=C(COCC3=C2C=CC(=C3)Br)C1 (3,9-dibromo-5,7-dihydro-dibenz[c,e]oxepin). Isolated yield 79.0%. As a reaction SMILES: [OH:1][C:2]1[CH:7]=[C:6]([OH:8])[CH:5]=[CH:4][C:3]=1[C:9]1[N:14]=[C:13]([C:15]2[CH:20]=[CH:19][C:18]([CH3:21])=[CH:17][CH:16]=2)[N:12]=[C:11]([C:22]2[CH:27]=[CH:26][C:25]([CH3:28])=[CH:24][CH:23]=2)[N:10]=1.C([O-])([O-])=O.[K+].[K+].Cl[CH2:36][C:37]([O:39][CH2:40][CH3:41])=[O:38]>CC(=O)CC>[OH:1][C:2]1[CH:7]=[C:6]([O:8][CH2:36][C:37]([O:39][CH2:40][CH3:41])=[O:38])[CH:5]=[CH:4][C:3]=1[C:9]1[N:10]=[C:11]([C:22]2[CH:23]=[CH:24][C:25]([CH3:28])=[CH:26][CH:27]=2)[N:12]=[C:13]([C:15]2[CH:20]=[CH:19][C:18]([CH3:21])=[CH:17][CH:16]=2)[N:14]=1 |f:1.2.3|. Yields the product OC1=C(C=CC(=C1)OCC(=O)OCC)C1=NC(=NC(=N1)C1=CC=C(C=C1)C)C1=CC=C(C=C1)C (2-(2-hydroxy-4-ethoxycarbonylmethoxyphenyl)-4,6-bis-(4-methylphenyl)-1,3,5-triazine). Run in CC(CC)=O (2-butanone). Procedure details: 55.4 g (0.15 mol) of 2-(2,4-dihydroxyphenyl)-4,6-bis-(4-methylphenyl)-1,3,5-triazine are dissolved in refluxing 2-butanone (1 l) in the presence of 27.6 g (0.2 mol) of K2CO3. A catalytic amount (0.2 g) of KI is added, and 36.8 g (0.3 mol) of ethyl chloroacetate are added dropwise over 1 h 30. After refluxing for 25 h, the reaction mixture is cooled in ice, the precipitate is filtered off, washed with water to neutrality and then with methanol. Drying in the oven yields the analytically pure 2-(2... Reactants: OC1=C(C=CC(=C1)O)C1=NC(=NC(=N1)C1=CC=C(C=C1)C)C1=CC=C(C=C1)C (2-(2,4-dihydroxyphenyl)-4,6-bis-(4-methylphenyl)-1,3,5-triazine), C(=O)([O-])[O-].[K+].[K+] (K2CO3), ClCC(=O)OCC (ethyl chloroacetate). Starting materials: CC(=O)c1ccccc1OCC(C)C, Cc1n[nH]c2ccc(C=O)cc12, CCO, [Na+], [OH-]. Yields the product Cc1n[nH]c2ccc(C=CC(=O)c3ccccc3OCC(C)C)cc12. Reaction SMILES: [CH2:3]([CH:4]([CH3:5])[CH3:6])[O:7][c:8]1[c:9]([C:14]([CH3:15])=[O:16])[cH:10][cH:11][cH:12][cH:13]1.[CH3:17][c:18]1[n:19][nH:20][c:21]2[cH:22][cH:23][c:24]([CH:27]=[O:28])[cH:25][c:26]12.[CH3:29][CH2:30][OH:31].[Na+:2].[OH-:1]>>[CH2:3]([CH:4]([CH3:5])[CH3:6])[O:7][c:8]1[c:9]([C:14]([CH:15]=[CH:27][c:24]2[cH:23][cH:22][c:21]3[nH:20][n:19][c:18]([CH3:17])[c:26]3[cH:25]2)=[O:16])[cH:10][cH:11][cH:12][cH:13]1. Reaction SMILES: [BrH:33].[C:39]([OH:40])(=[O:41])[CH3:42].[NH2:1][c:2]1[c:3]([CH2:20][CH2:21][c:22]2[cH:23][cH:24][c:25]([NH:28][S:29](=[O:30])(=[O:31])[CH3:32])[cH:26][cH:27]2)[cH:4][c:5]([C:16]([CH3:17])([CH3:18])[CH3:19])[cH:6][c:7]1-[c:8]1[c:9]([O:14][CH3:15])[n:10][cH:11][cH:12][cH:13]1.[Na+:38].[O-:34][C:35]([OH:36])=[O:37]>>[NH2:1][c:2]1[c:3]([CH2:20][CH2:21][c:22]2[cH:23][cH:24][c:25]([NH:28][S:29](=[O:30])(=[O:31])[CH3:32])[cH:26][cH:27]2)[cH:4][c:5]([C:16]([CH3:17])([CH3:18])[CH3:19])[cH:6][c:7]1-[c:8]1[c:9](=[O:14])[nH:10][cH:11][cH:12][cH:13]1. Starting materials: Br, CC(=O)O, COc1ncccc1-c1cc(C(C)(C)C)cc(CCc2ccc(NS(C)(=O)=O)cc2)c1N, [Na+], O=C([O-])O. Product: CC(C)(C)c1cc(CCc2ccc(NS(C)(=O)=O)cc2)c(N)c(-c2ccc[nH]c2=O)c1. Reactants: BrC1=CC=CC(=N1)C=O (6-bromopyridine-2-carbaldehyde), C(CO)O (ethylene glycol). Reagents/catalysts: C1(=CC=C(C=C1)S(=O)(=O)O)C (p-toluenesulphonic acid). The solvent is C(C)(=O)OCC (ethyl acetate), C1(=CC=CC=C1)C (toluene). The product is BrC1=NC(=CC=C1)C1OCCO1 (2-bromo-6-(1,3-dioxolan-2-yl)pyridine). Yield: 99.2%. As a reaction SMILES: [Br:1][C:2]1[N:7]=[C:6]([CH:8]=[O:9])[CH:5]=[CH:4][CH:3]=1.[CH2:10](O)[CH2:11][OH:12]>C1(C)C=CC=CC=1.C(OCC)(=O)C.C1(C)C=CC(S(O)(=O)=O)=CC=1>[Br:1][C:2]1[CH:3]=[CH:4][CH:5]=[C:6]([CH:8]2[O:12][CH2:11][CH2:10][O:9]2)[N:7]=1. Procedure: To a solution of 6-bromopyridine-2-carbaldehyde (3 g, 16.22 mmol) in toluene (60 mL) was added ethylene glycol (4.97 g, 80.2 mmol) and p-toluenesulphonic acid (0.152 g, 0.8 mmol). The reaction mixture was refluxed for 3 h. The solvent was removed under reduced pressure to afford the crude which was dissolved in ethyl acetate and washed with water. The organic layers were washed with a brine solution, and dried over sodium sulfate. The solvent was removed under reduced pressure to afford 2-bromo-...